From a dataset of the Open Reaction Database (ORD), a public repository of structured organic reaction records. describe an organic reaction: reactants, conditions, products, and yield The reactants are [BH3-]C#N, CO, CCOC(C)=O, CCN(C(C)C)C(C)C, ClCCl, O=C(c1ccc(F)cc1)C(F)(F)F, [Mg+2], COC(=O)C(N)CCSc1ccccn1, [Na+], O=S(=O)([O-])[O-]. The product is COC(=O)C(CCSc1ccccn1)NC(c1ccc(F)cc1)C(F)(F)F. RXN SMILES: [C:38]([BH3-:39])#[N:40].[CH3:51][OH:52].[CH3:53][CH2:54][O:55][C:56](=[O:57])[CH3:58].[CH:29]([N:30]([CH2:31][CH3:32])[CH:33]([CH3:34])[CH3:35])([CH3:36])[CH3:37].[Cl:48][CH2:49][Cl:50].[F:16][C:17]([C:18](=[O:19])[c:20]1[cH:21][cH:22][c:23]([F:26])[cH:24][cH:25]1)([F:27])[F:28].[Mg+2:42].[NH2:1][CH:2]([C:3](=[O:4])[O:5][CH3:6])[CH2:7][CH2:8][S:9][c:10]1[n:11][cH:12][cH:13][cH:14][cH:15]1.[Na+:41].[O-:43][S:44]([O-:45])(=[O:46])=[O:47]>>[NH:1]([CH:2]([C:3](=[O:4])[O:5][CH3:6])[CH2:7][CH2:8][S:9][c:10]1[n:11][cH:12][cH:13][cH:14][cH:15]1)[CH:18]([C:17]([F:16])([F:27])[F:28])[c:20]1[cH:21][cH:22][c:23]([F:26])[cH:24][cH:25]1. Reactants: CC=1C=C(C(=O)O)C=CC1[N+](=O)[O-] (3-methyl-4-nitrobenzoic acid), C(CCCC)C1=CC=C(C=C1)O (4-pentylphenol). Reagents/catalysts: CN(C)C=1C=CN=CC1 (DMAP). Run in C1CCOC1 (THF), C1CCOC1 (THF), C(C)N(CC)CC (triethylamine). Conditions: temperature -30 celsius, time 1 hour. Yields the product CC=1C=C(C(=O)OC2=CC=C(C=C2)CCCCC)C=CC1[N+](=O)[O-] (4-pentylphenyl 3-methyl-4-nitrobenzoate). As a reaction SMILES: [CH3:1][C:2]1[CH:3]=[C:4]([CH:8]=[CH:9][C:10]=1[N+:11]([O-:13])=[O:12])[C:5]([OH:7])=[O:6].[CH2:14]([C:19]1[CH:24]=[CH:23][C:22](O)=[CH:21][CH:20]=1)[CH2:15][CH2:16][CH2:17][CH3:18]>C1COCC1.C(N(CC)CC)C.CN(C1C=CN=CC=1)C>[CH3:1][C:2]1[CH:3]=[C:4]([CH:8]=[CH:9][C:10]=1[N+:11]([O-:13])=[O:12])[C:5]([O:7][C:22]1[CH:21]=[CH:20][C:19]([CH2:14][CH2:15][CH2:16][CH2:17][CH3:18])=[CH:24][CH:23]=1)=[O:6]. Procedure: 9.50 g of 3-methyl-4-nitrobenzoic acid (52.5 mM) were dissolved in 400 ml of THF and 53.1 g of triethylamine (525.0 mM). The solution was cooled to −30° C. and 6.01 g of methansulfochloride (52.5 mM) were added. The mixture was stirred for 1 h at this temperature, then a solution of 8.21 g of 4-pentylphenol (50.0 mM) in 20 ml of THF was added, followed by 100 mg of DMAP. The reaction mixture was stirred for 1 h at −30° C. and was allowed to warm to room temperature while stirred overnight. The n...